This data is from the Open Reaction Database (ORD), a public repository of structured organic reaction records. The task is: describe an organic reaction: reactants, conditions, products, and yield Starting materials: [OH-].[NH4+] (ammonium hydroxide), C(N)([S-])=S (dithiocarbamate), [NH4+] (ammonium), teflon, CC1=C(N)C(=CC=C1)C (2,6-dimethylaniline), ClC(=O)OCC (Ethyl chloroformate). The solvent is C(=S)=S (carbon disulfide), C(=S)=S (carbon disulfide), O (water). Conditions: temperature 0 celsius, time 45 minute. Yields the product CC1=C(C(=CC=C1)C)N=C=S (2,6-dimethylphenylisothiocyanate). The yield is 55.2%. Reaction SMILES: [OH-].[NH4+].[CH3:3][C:4]1[CH:10]=[CH:9][CH:8]=[C:7]([CH3:11])[C:5]=1[NH2:6].[NH4+].[C:13](=S)([S-:15])N.ClC(OCC)=O>O.C(=S)=S>[CH3:3][C:4]1[CH:10]=[CH:9][CH:8]=[C:7]([CH3:11])[C:5]=1[N:6]=[C:13]=[S:15] |f:0.1|. Procedure: 745 grams (9.8 moles) of carbon disulfide and 1230 milliliters (ml) of concentrated ammonium hydroxide was added to a 5 liter, 3-neck flask fitted with a mechanical stirrer, teflon clad thermocouple, and an additional funnel. The contents of the flask were cooled to 0° C. by use of an ice bath. Then with rapid stirring, 1,008 grams of 2,6-dimethylaniline was added drop wise to the contents of the flask. The temperature was maintained below 10° C. by controlling the rate of addition. It is prefer... The reactants are O=S1(=O)CCCc2[nH]c3ccccc3c2CC1, CCN(CC)CCCl, [H-], [Na+]. Yields the product CCN(CC)CCn1c2c(c3ccccc31)CCS(=O)(=O)CCC2. As a reaction SMILES: [CH2:1]1[CH2:2][S:3](=[O:16])(=[O:17])[CH2:4][CH2:5][CH2:6][c:7]2[nH:8][c:9]3[cH:10][cH:11][cH:12][cH:13][c:14]3[c:15]21.[CH2:20]([CH3:21])[N:22]([CH2:23][CH2:24][Cl:25])[CH2:26][CH3:27].[H-:18].[Na+:19]>>[CH2:1]1[CH2:2][S:3](=[O:16])(=[O:17])[CH2:4][CH2:5][CH2:6][c:7]2[n:8]([CH2:24][CH2:23][N:22]([CH2:20][CH3:21])[CH2:26][CH3:27])[c:9]3[cH:10][cH:11][cH:12][cH:13][c:14]3[c:15]21. The reactants are C1(=C(C(=C(C(=C1F)F)F)N)F)N.Cl.Cl (dihydrochloride), C(C)(C)(C)OC(=O)NCCCN1CCC(CC1)C1=C(C#N)C=CC(=C1)F (2-[1-(3-tert-butoxycarbonylaminopropyl)piperidin-4-yl]-4-fluorobenzonitrile), [N+](=O)([O-])C1=CC=C(C=C1)OC(=O)N1C(O[C@@H]([C@@H]1C1=CC(=C(C=C1)F)F)CN1C=NC=C1)=O ((4S, 5R) 4-(3,4-difluorophenyl)-5-(imidazol-1-ylmethyl)-2-oxo-oxazolidine-3-carboxylic acid (4-nitrophenyl) ester), C(C)(C)N(C(C)C)CC (N,N-diisopropylethylamine). Reaction conditions: time 20 hour. Product: hydrochloride salt, FC1=CC=C(C=C1)C1CCN(CC1)CCCNC(=O)N1C(O[C@@H]([C@@H]1C1=CC(=C(C=C1)F)F)CN1C=NC=C1)=O ((4S, 5R)-4-(3,4-difluorophenyl)-5-imidazol-1-ylmethyl-2-oxo-oxazolidine-3-carboxylic acid{3-[4-(4-fluorophenyl)piperidin-1-yl]propyl}amide). As a reaction SMILES: C1(N)C([F:7])=C(F)C(F)=C(N)C=1F.Cl.Cl.C(O[C:20]([NH:22][CH2:23][CH2:24][CH2:25][N:26]1[CH2:31][CH2:30][CH:29]([C:32]2[CH:39]=[C:38](F)[CH:37]=[CH:36][C:33]=2C#N)[CH2:28][CH2:27]1)=[O:21])(C)(C)C.[N+](C1C=CC(OC([N:53]2[C@@H:57]([C:58]3[CH:63]=[CH:62][C:61]([F:64])=[C:60]([F:65])[CH:59]=3)[C@@H:56]([CH2:66][N:67]3[CH:71]=[CH:70][N:69]=[CH:68]3)[O:55][C:54]2=[O:72])=O)=CC=1)([O-])=O.C(N(CC)C(C)C)(C)C>>[F:7][C:37]1[CH:36]=[CH:33][C:32]([CH:29]2[CH2:28][CH2:27][N:26]([CH2:25][CH2:24][CH2:23][NH:22][C:20]([N:53]3[C@@H:57]([C:58]4[CH:63]=[CH:62][C:61]([F:64])=[C:60]([F:65])[CH:59]=4)[C@@H:56]([CH2:66][N:67]4[CH:71]=[CH:70][N:69]=[CH:68]4)[O:55][C:54]3=[O:72])=[O:21])[CH2:31][CH2:30]2)=[CH:39][CH:38]=1 |f:0.1.2|. Procedure: To a suspension of the dihydrochloride salt of 3-[4-(4-fluorophenyl)piperidin-1-yl]propylamine (77 mg, 0.25 mmol) (see Example 1) and (4S, 5R) 4-(3,4-difluorophenyl)-5-(imidazol-1-ylmethyl)-2-oxo-oxazolidine-3-carboxylic acid (4-nitrophenyl) ester (112 mg, 0.25 mmol) in dry, degassed N,N-dimethylformamide (1 mL) was added N,N-diisopropylethylamine (88 μL, 0.50 mmol). The reaction mixture was stirred at ambient temperature for 20 h when the volatiles were removed under reduced pressure. The resid...